Dataset: the Open Reaction Database (ORD), a public repository of structured organic reaction records. Task: describe an organic reaction: reactants, conditions, products, and yield Product: O=C(OCCCO)c1ccccc1. As a reaction SMILES: [C:1]([c:2]1[cH:3][cH:4][cH:5][cH:6][cH:7]1)(=[O:8])[O-:9].[Cl:11][CH2:12][CH2:13][CH2:14][OH:15].[Na+:10].[O:16]=[CH:17][N:18]([CH3:19])[CH3:20]>>[C:1]([c:2]1[cH:3][cH:4][cH:5][cH:6][cH:7]1)(=[O:8])[O:9][CH2:12][CH2:13][CH2:14][OH:15]. The reactants are O=C([O-])c1ccccc1, OCCCCl, [Na+], CN(C)C=O.